This data is from the Open Reaction Database (ORD), a public repository of structured organic reaction records. The task is: describe an organic reaction: reactants, conditions, products, and yield Starting materials: CN1COCNC1=N[N+](=O)[O-] (3-methyl-4-nitroimino-perhydro-1,3,5-oxadiazine), ClC=1SC(=CN1)CCl (2-chloro-5-chloromethyl-thiazole), C([O-])([O-])=O.[K+].[K+] (potassium carbonate). Run in CN(C=O)C (N,N-dimethylformamide). Yields the product ClC=1SC(=CN1)CN1C(N(COC1)C)=N[N+](=O)[O-] (5-(2-Chlorothiazol-5-ylmethyl)-3-methyl-4-nitroimino-perhydro-1,3,5-oxadiazine). Isolated yield 67.0%. RXN SMILES: [CH3:1][N:2]1[C:7](=[N:8][N+:9]([O-:11])=[O:10])[NH:6][CH2:5][O:4][CH2:3]1.[Cl:12][C:13]1[S:14][C:15]([CH2:18]Cl)=[CH:16][N:17]=1.C(=O)([O-])[O-].[K+].[K+]>CN(C)C=O>[Cl:12][C:13]1[S:14][C:15]([CH2:18][N:6]2[CH2:5][O:4][CH2:3][N:2]([CH3:1])[C:7]2=[N:8][N+:9]([O-:11])=[O:10])=[CH:16][N:17]=1 |f:2.3.4|. Procedure details: A mixture of 1.62 g of 3-methyl-4-nitroimino-perhydro-1,3,5-oxadiazine, 2.44 g of 2-chloro-5-chloromethyl-thiazole, 4.2 g of potassium carbonate and 25 ml of N,N-dimethylformamide is heated for 5 h at 60° and then filtered. The filtrate is evaporated in vacuo on a rotary evaporator, and the residue is purified by chromatography [silica gel; dichloromethane/methanol (95:5)]. This gives the title compound, which melts at 132-134°, in a yield of 67%. Starting materials: COC1=C(C(=O)O)C(=CC=C1)OC (2,6-Dimethoxy-benzoic acid), COC1=C(C(=O)Cl)C(=CC=C1)OC (2,6-dimethoxybenzoyl chloride), S(=O)(Cl)Cl (thionyl chloride). Product: COC1=C(C(=CC=C1)OC)C(CC)=O (1-(2,6-dimethoxyphenyl)propan-1-one), II. RXN SMILES: [CH3:1][O:2][C:3]1[CH:11]=[CH:10][CH:9]=[C:8]([O:12][CH3:13])[C:4]=1[C:5]([OH:7])=O.CO[C:16]1C=CC=C(OC)[C:17]=1C(Cl)=O.S(Cl)(Cl)=O>>[CH3:13][O:12][C:8]1[CH:9]=[CH:10][CH:11]=[C:3]([O:2][CH3:1])[C:4]=1[C:5](=[O:7])[CH2:16][CH3:17]. Procedure: 2,6-Dimethoxy-benzoic acid is converted to 2,6-dimethoxybenzoyl chloride III by treatment with thionyl chloride at 70° C. for 2 hours and after removal of excess thionyl chloride the residual III is dissolved in toluene and treated at -78° C. with a solution of triethylaluminum in toluene. This procedure provides 1-(2,6-dimethoxyphenyl)propan-1-one IV in two steps from the readily available precursor II. Reactants: C(C)(=O)O[BH-](OC(C)=O)OC(C)=O.[Na+] (sodium triacetoxyborohydride), C(C)C1=C(C(=C(C(=O)NCC=2C(NC(=CC2C(C)C)C)=O)C=C1C=1C=NC(=CC1)N1CCNCC1)C)NC1CCOCC1 (ethyl(tetrahydro-2H-pyran-4-yl)amino-N-((4-isopropyl-6-methyl-2-oxo-1,2-dihydropyridin-3-yl)methyl)-2-methyl-5-(6-(piperazin-1-yl)pyridin-3-yl)benzamide), CN1CCC(CC1)=O (1-methylpiperidin-4-one), C(C)(=O)O (acetic acid). Solvent: ClC(C)Cl (dichloroethane). Run at time 20 minute. The product is C(C)N(C=1C(=C(C(=O)NCC=2C(NC(=CC2C(C)C)C)=O)C=C(C1)C=1C=NC(=CC1)N1CCN(CC1)C1CCN(CC1)C)C)C1CCOCC1 (3-(ethyl(tetrahydro-2H-pyran-4-yl)amino)-N-((4-isopropyl-6-methyl-2-oxo-1,2-dihydropyridin-3-yl)methyl)-2-methyl-5-(6-(4-(1-methylpiperidin-4-yl)piperazin-1-yl)pyridin-3-yl)benzamide). Yield: 34.4%. RXN SMILES: C([C:3]1[C:23]([C:24]2[CH:25]=[N:26][C:27]([N:30]3[CH2:35][CH2:34][NH:33][CH2:32][CH2:31]3)=[CH:28][CH:29]=2)=[CH:22][C:6]([C:7]([NH:9][CH2:10][C:11]2[C:12](=[O:21])[NH:13][C:14]([CH3:20])=[CH:15][C:16]=2[CH:17]([CH3:19])[CH3:18])=[O:8])=[C:5]([CH3:36])[C:4]=1[NH:37][CH:38]1[CH2:43][CH2:42][O:41][CH2:40][CH2:39]1)C.[CH3:44][N:45]1[CH2:50][CH2:49][C:48](=O)[CH2:47][CH2:46]1.[C:52](O)(=O)[CH3:53].C(O[BH-](OC(=O)C)OC(=O)C)(=O)C.[Na+]>ClC(Cl)C>[CH2:52]([N:37]([CH:38]1[CH2:39][CH2:40][O:41][CH2:42][CH2:43]1)[C:4]1[C:5]([CH3:36])=[C:6]([CH:22]=[C:23]([C:24]2[CH:25]=[N:26][C:27]([N:30]3[CH2:35][CH2:34][N:33]([CH:48]4[CH2:49][CH2:50][N:45]([CH3:44])[CH2:46][CH2:47]4)[CH2:32][CH2:31]3)=[CH:28][CH:29]=2)[CH:3]=1)[C:7]([NH:9][CH2:10][C:11]1[C:12](=[O:21])[NH:13][C:14]([CH3:20])=[CH:15][C:16]=1[CH:17]([CH3:19])[CH3:18])=[O:8])[CH3:53] |f:3.4|. Reported procedure: To a stirred solution of 3-(ethyl(tetrahydro-2H-pyran-4-yl)amino-N-((4-isopropyl-6-methyl-2-oxo-1,2-dihydropyridin-3-yl)methyl)-2-methyl-5-(6-(piperazin-1-yl)pyridin-3-yl)benzamide (0.3 g, 0.51 mmol) and 1-methylpiperidin-4-one (0.086 g, 0.76 mmol) in dichloroethane (5 mL), acetic acid (0.18 g, 3.06 mmol) was added and reaction stirred at room temperature for 20 minutes. Then sodium triacetoxyborohydride (0.33 g, 1.55 mmol) was added at 0° C. and reaction stirred at room temperature for 2 h. On ... Starting materials: C=O, CC1(C)CN(CC2CCNCC2)c2cc(NC(=O)c3cccnc3NCc3ccc(F)cc3)ccc21. Yields the product CN1CCC(CN2CC(C)(C)c3ccc(NC(=O)c4cccnc4NCc4ccc(F)cc4)cc32)CC1. Reaction SMILES: [CH2:37]=[O:38].[CH3:1][C:2]1([CH3:36])[CH2:3][N:4]([CH2:29][CH:30]2[CH2:31][CH2:32][NH:33][CH2:34][CH2:35]2)[c:5]2[cH:6][c:7]([NH:11][C:12]([c:13]3[c:14]([NH:19][CH2:20][c:21]4[cH:22][cH:23][c:24]([F:27])[cH:25][cH:26]4)[n:15][cH:16][cH:17][cH:18]3)=[O:28])[cH:8][cH:9][c:10]21>>[CH3:1][C:2]1([CH3:36])[CH2:3][N:4]([CH2:29][CH:30]2[CH2:31][CH2:32][N:33]([CH3:37])[CH2:34][CH2:35]2)[c:5]2[cH:6][c:7]([NH:11][C:12]([c:13]3[c:14]([NH:19][CH2:20][c:21]4[cH:22][cH:23][c:24]([F:27])[cH:25][cH:26]4)[n:15][cH:16][cH:17][cH:18]3)=[O:28])[cH:8][cH:9][c:10]21. The reactants are CC=1C=C(C=CC1)CCCN1CCNCC1 (1-[3-(m-methylphenyl)propyl]piperazine), O1C(=CC=C1)C(=O)Cl (2-furoyl chloride). The solvent is C1=CC=CC=C1 (benzene). Product: Cl.CC=1C=C(C=CC1)CCCN1CCN(CC1)C(=O)C=1OC=CC1 (1-[3-(m-Methylphenyl)propyl]-4-(2-furoyl)piperazine hydrochloride). Reaction SMILES: [CH3:1][C:2]1[CH:3]=[C:4]([CH2:8][CH2:9][CH2:10][N:11]2[CH2:16][CH2:15][NH:14][CH2:13][CH2:12]2)[CH:5]=[CH:6][CH:7]=1.[O:17]1[CH:21]=[CH:20][CH:19]=[C:18]1[C:22]([Cl:24])=[O:23]>C1C=CC=CC=1>[ClH:24].[CH3:1][C:2]1[CH:3]=[C:4]([CH2:8][CH2:9][CH2:10][N:11]2[CH2:12][CH2:13][N:14]([C:22]([C:18]3[O:17][CH:21]=[CH:20][CH:19]=3)=[O:23])[CH2:15][CH2:16]2)[CH:5]=[CH:6][CH:7]=1 |f:3.4|. Reported procedure: The compound was obtained by following the same process as in Example 1 from a mixture of 1-[3-(m-methylphenyl)propyl]piperazine [b.p. 137° - 145°C (2 mmHg), dihydrochloride, m.p. 237°C], 2-furoyl chloride and benzene. The reactants are CN(C1(CCC(CC1)CC(=O)NCCCC1=CC=CC=C1)C1=NC=CC=C1)C (2-(4-dimethylamino-4-pyridin-2-ylcyclohexyl)-N-(3-phenylpropyl)acetamide), Cl[Si](C)(C)C (chlorotrimethylsilane). Solvent: CC(=O)CC (ethyl methyl ketone). Product: Cl.CN(C1(CCC(CC1)CC(=O)NCCCC1=CC=CC=C1)C1=NC=CC=C1)C (2-(4-Dimethylamino-4-pyridin-2-ylcyclohexyl)-N-(3-phenylpropyl)acetamide hydrochloride). The yield is 94.0%. RXN SMILES: [CH3:1][N:2]([CH3:28])[C:3]1([C:22]2[CH:27]=[CH:26][CH:25]=[CH:24][N:23]=2)[CH2:8][CH2:7][CH:6]([CH2:9][C:10]([NH:12][CH2:13][CH2:14][CH2:15][C:16]2[CH:21]=[CH:20][CH:19]=[CH:18][CH:17]=2)=[O:11])[CH2:5][CH2:4]1.[Cl:29][Si](C)(C)C>CC(CC)=O>[ClH:29].[CH3:28][N:2]([CH3:1])[C:3]1([C:22]2[CH:27]=[CH:26][CH:25]=[CH:24][N:23]=2)[CH2:4][CH2:5][CH:6]([CH2:9][C:10]([NH:12][CH2:13][CH2:14][CH2:15][C:16]2[CH:17]=[CH:18][CH:19]=[CH:20][CH:21]=2)=[O:11])[CH2:7][CH2:8]1 |f:3.4|. Reported procedure: The less polar diastereoisomer of 2-(4-dimethylamino-4-pyridin-2-ylcyclohexyl)-N-(3-phenylpropyl)acetamide (400 mg, 1.05 mmol) was dissolved in ethyl methyl ketone (10 ml), and chlorotrimethylsilane (0.2 ml, 1.58 mmol) was added. After a reaction time of 2 h, the hydrochloride was obtained as a beige-coloured solid in a yield of 94% (411 mg) with an m.p. of 218-220° C. The reactants are C[O-], CN1CCC(=O)CC1, CO, [Na+], O=S(=O)(Nc1ccc2[nH]ccc2c1)c1cccc2ccccc12. Yields the product CN1CC=C(c2c[nH]c3ccc(NS(=O)(=O)c4cccc5ccccc45)cc23)CC1. RXN SMILES: [CH3:1][O-:2].[CH3:27][N:28]1[CH2:29][CH2:30][C:31](=[O:34])[CH2:32][CH2:33]1.[CH3:35][OH:36].[Na+:3].[nH:4]1[cH:5][cH:6][c:7]2[cH:8][c:9]([NH:13][S:14](=[O:15])(=[O:16])[c:17]3[cH:18][cH:19][cH:20][c:21]4[cH:22][cH:23][cH:24][cH:25][c:26]34)[cH:10][cH:11][c:12]12>>[nH:4]1[cH:5][c:6]([C:31]2=[CH:30][CH2:29][N:28]([CH3:27])[CH2:33][CH2:32]2)[c:7]2[cH:8][c:9]([NH:13][S:14](=[O:15])(=[O:16])[c:17]3[cH:18][cH:19][cH:20][c:21]4[cH:22][cH:23][cH:24][cH:25][c:26]34)[cH:10][cH:11][c:12]12. Starting materials: C1(=O)OCC2=CC=CC=C12 (phthalide), C(C)=O (acetaldehyde), C(C)(C)[N-]C(C)C.[Li+] (lithium diisopropyl amide). Run in O1CCCC1 (tetrahydrofuran), O1CCCC1 (tetrahydrofuran). Conditions: temperature -78 celsius, time 30 minute. Product: OC(C)C1OC(C2=C1C=CC=C2)=O (3-(1-hydroxyethyl)-2-benzofuran-1(3H)-one). The yield is 49.1%. Reaction SMILES: C([N-]C(C)C)(C)C.[Li+].[C:9]1([C:18]2[C:13](=[CH:14][CH:15]=[CH:16][CH:17]=2)[CH2:12][O:11]1)=[O:10].[CH:19](=[O:21])[CH3:20]>O1CCCC1>[OH:21][CH:19]([CH:12]1[C:13]2[CH:14]=[CH:15][CH:16]=[CH:17][C:18]=2[C:9](=[O:10])[O:11]1)[CH3:20] |f:0.1|. Procedure details: A dry tetrahydrofuran solution (100 mL) of lithium diisopropyl amide (26.9 mmol) was cooled to −78 degree in a current of nitrogen, and a tetrahydrofuran solution (100 mL) of phthalide (3.0 g, 22.4 mmol) was dripped in. After stirring at −78° C. for 30 minutes, acetaldehyde (1.19 g, 26.9 mmol) was slowly added and stirred at −50° C. for 4 hours. After the temperature had risen to room temperature, distilled water was added and the mixture extracted with ethyl acetate. The organic phase was washe... Yield: 69.0%. Procedure: To a mixture of 1.23 g of 4-(4-isopropoxyphenoxy)phenol, 1.4 g of potassium carbonate and 10 ml of N,N-dimethylformamide, 0.65 ml of allyl bromide was added dropwise at room temperature with stirring. After 24 minutes, the reaction solution was poured into water, and acidified by adding 10% hydrochloric acid. The solution was extracted with 50 ml of diethyl ether, washed in turn with 10% hydrochloric acid, an aqueous 10% sodium hydroxide and a saturated saline solution, dried over anhydrous magn... Starting materials: Cl (hydrochloric acid), C(C)(C)OC1=CC=C(OC2=CC=C(C=C2)O)C=C1 (4-(4-isopropoxyphenoxy)phenol), C([O-])([O-])=O.[K+].[K+] (potassium carbonate), C(C=C)Br (allyl bromide). Product: C(C=C)OC1=CC=C(C=C1)OC1=CC=C(C=C1)OC(C)C (4-(4-isopropoxyphenoxy)phenyl allyl ether). Reaction SMILES: [CH:1]([O:4][C:5]1[CH:18]=[CH:17][C:8]([O:9][C:10]2[CH:15]=[CH:14][C:13]([OH:16])=[CH:12][CH:11]=2)=[CH:7][CH:6]=1)([CH3:3])[CH3:2].C(=O)([O-])[O-].[K+].[K+].[CH2:25](Br)[CH:26]=[CH2:27].Cl>O.CN(C)C=O>[CH2:27]([O:16][C:13]1[CH:14]=[CH:15][C:10]([O:9][C:8]2[CH:17]=[CH:18][C:5]([O:4][CH:1]([CH3:3])[CH3:2])=[CH:6][CH:7]=2)=[CH:11][CH:12]=1)[CH:26]=[CH2:25] |f:1.2.3|. Reaction conditions: time 24 minute. Solvent: O (water), CN(C=O)C (N,N-dimethylformamide).